From a dataset of the Open Reaction Database (ORD), a public repository of structured organic reaction records. describe an organic reaction: reactants, conditions, products, and yield Starting materials: Cl, O=N[O-], Cc1cnc(N)c(Br)c1, N, [Na+], O. Product: Cc1cnc(Cl)c(Br)c1. Reaction SMILES: [ClH:15].[N:10]([O-:11])=[O:12].[NH2:1][c:2]1[n:3][cH:4][c:5]([CH3:9])[cH:6][c:7]1[Br:8].[NH3:14].[Na+:13].[OH2:16]>>[c:2]1([Cl:15])[n:3][cH:4][c:5]([CH3:9])[cH:6][c:7]1[Br:8]. Starting materials: CC(=O)O, ON=C1C2CCC1Cc1c(F)cccc1C2, [Na+], [OH-], O=[Pt]=O. Product: NC1C2CCC1Cc1c(F)cccc1C2. As a reaction SMILES: [C:17]([OH:18])(=[O:19])[CH3:20].[F:1][c:2]1[c:3]2[c:10]([cH:11][cH:12][cH:13]1)[CH2:9][CH:8]1[CH2:7][CH2:6][CH:5]([CH2:4]2)[C:14]1=[N:15][OH:16].[Na+:22].[OH-:21].[Pt:23](=[O:24])=[O:25]>>[F:1][c:2]1[c:3]2[c:10]([cH:11][cH:12][cH:13]1)[CH2:9][CH:8]1[CH2:7][CH2:6][CH:5]([CH2:4]2)[CH:14]1[NH2:15].